From a dataset of the Open Reaction Database (ORD), a public repository of structured organic reaction records. describe an organic reaction: reactants, conditions, products, and yield Starting materials: [N+](=O)(OCCCO)[O-] (3-hydroxypropyl nitrate), C(=O)(Cl)Cl (phosgene), CC1=C(C2=C(C=N1)C(OC2)C=3C=CC(=CC3)Cl)O (cicletanine), C(C)(C)N(CC)C(C)C (diisopropylethylamine). Solvent: C1CCOC1 (THF), O (H2O). Conditions: temperature 0 celsius, time 45 minute. The product is C(OC=1C2=C(C=NC1C)C(OC2)C2=CC=C(C=C2)Cl)(OCCCO[N+](=O)[O-])=O (3-(4-Chlorophenyl)-6-methyl-1,3-dihydrofuro[3,4-c]pyridin-7-yl 3-(nitrooxy)propyl carbonate). RXN SMILES: [N+:1]([O-:8])([O:3][CH2:4][CH2:5][CH2:6][OH:7])=[O:2].[C:9](Cl)(Cl)=[O:10].[CH3:13][C:14]1[N:19]=[CH:18][C:17]2[CH:20]([C:23]3[CH:24]=[CH:25][C:26]([Cl:29])=[CH:27][CH:28]=3)[O:21][CH2:22][C:16]=2[C:15]=1[OH:30].C(N(C(C)C)CC)(C)C>C1COCC1.O>[C:9](=[O:10])([O:7][CH2:6][CH2:5][CH2:4][O:3][N+:1]([O-:8])=[O:2])[O:30][C:15]1[C:16]2[CH2:22][O:21][CH:20]([C:23]3[CH:24]=[CH:25][C:26]([Cl:29])=[CH:27][CH:28]=3)[C:17]=2[CH:18]=[N:19][C:14]=1[CH3:13]. Procedure details: To a solution of 3-hydroxypropyl nitrate (100 mg, 0.83 mmol) in THF (10 mL) at 0° C. was added phosgene (20% in toluene, 425 mg, 0.86 mmol). After stirring at 0° C. for 45 min, the mixture was allowed to warm to rt. After stirring at rt for 2 hr, the mixture was concentrated. The residue was dissolved in 10 mL CH2Cl2, which was added to a suspension of cicletanine (150 mg, 0.57 mmol) and diisopropylethylamine (185 mg, 1.43 mmol). After stirring at rt over night, the mixture was diluted with H2O ...